This data is from the Open Reaction Database (ORD), a public repository of structured organic reaction records. The task is: describe an organic reaction: reactants, conditions, products, and yield The reactants are C([O-])([O-])=O (Carbonate), [N-]=C=O (Isocyanate), N=C=N (Carbodiimide), C(C)(C)(C)OC(N(CC1CNCCC1C1=CC=CC=C1)[C@H](C)C1=CC=CC2=CC=CC=C12)=O (tert-butyl[(1R)-1-(1-naphthyl)ethyl][(4-phenylpiperidin-3-yl)methyl]carbamate), COC(=O)C1=CC=C(C(=O)O)C=C1 (4-methoxycarbonyl benzoic acid), C=1C=CC2=C(C1)N=NN2O (HOBt). Solvent: CN(C)C=O (DMF), CN(C)C=O (DMF). Reaction conditions: time 8 hour. The product is C(C)(C)(C)OC(=O)N([C@H](C)C1=CC=CC2=CC=CC=C12)CC1CN(CCC1C1=CC=CC=C1)C(=O)C1=CC=C(C(=O)OC)C=C1 (methyl 4-{[3-({(tert-butoxycarbonyl)[(1R)-1-(1-naphthyl)ethyl]amino}methyl)-4-phenylpiperidin-1-yl]carbonyl}benzoate). As a reaction SMILES: [C:1]([O:5][C:6](=[O:33])[N:7]([C@@H:21]([C:23]1[C:32]2[C:27](=[CH:28][CH:29]=[CH:30][CH:31]=2)[CH:26]=[CH:25][CH:24]=1)[CH3:22])[CH2:8][CH:9]1[CH:14]([C:15]2[CH:20]=[CH:19][CH:18]=[CH:17][CH:16]=2)[CH2:13][CH2:12][NH:11][CH2:10]1)([CH3:4])([CH3:3])[CH3:2].[CH3:34][O:35][C:36]([C:38]1[CH:46]=[CH:45][C:41]([C:42](O)=[O:43])=[CH:40][CH:39]=1)=[O:37].C1C=CC2N(O)N=NC=2C=1.N=C=N.C(=O)([O-])[O-].[N-]=C=O>CN(C=O)C>[C:1]([O:5][C:6]([N:7]([CH2:8][CH:9]1[CH:14]([C:15]2[CH:16]=[CH:17][CH:18]=[CH:19][CH:20]=2)[CH2:13][CH2:12][N:11]([C:42]([C:41]2[CH:45]=[CH:46][C:38]([C:36]([O:35][CH3:34])=[O:37])=[CH:39][CH:40]=2)=[O:43])[CH2:10]1)[C@@H:21]([C:23]1[C:32]2[C:27](=[CH:28][CH:29]=[CH:30][CH:31]=2)[CH:26]=[CH:25][CH:24]=1)[CH3:22])=[O:33])([CH3:2])([CH3:3])[CH3:4]. Reported procedure: To a mixture of 13.3 mg of tert-butyl[(1R)-1-(1-naphthyl)ethyl][(4-phenylpiperidin-3-yl)methyl]carbamate, 6.3 mg of 4-methoxycarbonyl benzoic acid, 4.7 mg of HOBt, and 1 mL of DMF was added 100 mg of PS-Carbodiimide (Argonaut Technologies, USA) at room temperature, followed by stirring overnight. To the reaction mixture was added 50 mg of MP-Carbonate (Argonaut Technologies, USA), 50 mg of PS-Isocyanate (Argonaut Technologies, USA), and 0.5 mL of DMF at room temperature, followed by stirring for... The reactants are ClC1=CC=C(CCl)C=C1 (4-Chlorobenzyl chloride), N(CCC)(CCC)CC (Pr2NEt), C(C)(C)(C)OC(=O)NC1CNCC1 (3-{(tert-butoxycarbonyl)amino)pyrrolidine). The solvent is CN(C)C=O (DMF). Reaction conditions: temperature 70 celsius, time 15 hour. Yields the product desired material, C(C)(C)(C)OC(=O)NC1CN(CC1)CC1=CC=C(C=C1)Cl (3-(tert-butoxycarbonyl)amino-1-(4-chlorobenzyl)pyrrolidine). Yield: 80.2%. Reaction SMILES: [Cl:1][C:2]1[CH:9]=[CH:8][C:5]([CH2:6]Cl)=[CH:4][CH:3]=1.N(CC)(CCC)CCC.[C:19]([O:23][C:24]([NH:26][CH:27]1[CH2:31][CH2:30][NH:29][CH2:28]1)=[O:25])([CH3:22])([CH3:21])[CH3:20]>CN(C=O)C>[C:19]([O:23][C:24]([NH:26][CH:27]1[CH2:31][CH2:30][N:29]([CH2:6][C:5]2[CH:8]=[CH:9][C:2]([Cl:1])=[CH:3][CH:4]=2)[CH2:28]1)=[O:25])([CH3:22])([CH3:20])[CH3:21]. Procedure details: 4-Chlorobenzyl chloride (4.15g, 25.8 mmol) and Pr2NEt (6.67 g, 51.6 mmol) were added to a solution of 3-{(tert-butoxycarbonyl)amino)pyrrolidine (4.81 g, 25.8 mmol) in DMF (50 mL}. The reaction mixture was stirred at 70° C. for 15 h and the solvent was removed under reduced pressure. Recrystallization (CH3CN, 50 mL) provided the desired material, 3-(tert-butoxycarbonyl)amino-1-(4-chlorobenzyl)pyrrolidine as a pale yellow solid (6.43 g, 80.2%): 1H NMR (CDCl3, 300 MHz) δ1.37 (s, 9H), 1.5-1.7 (br, 1...